From a dataset of the Open Reaction Database (ORD), a public repository of structured organic reaction records. describe an organic reaction: reactants, conditions, products, and yield Reactants: [Cl-].[Li+] (lithium chloride), O=CC(Cl)(Cl)Cl (chloral), ClC1=CC=C(C=C1)N=C=O (p-chlorophenyl isocyanate), C(C)#N (acetonitrile). The solvent is CN(C=O)C (dimethylformamide), CN(C=O)C (dimethylformamide), C1(=CC=CC=C1)C (toluene). Reaction conditions: temperature 50 celsius. Product: O=CC(Cl)(Cl)Cl.ClC1=CC=C(C=C1)N=C=O (Chloral p-Chlorophenyl Isocyanate). Reaction SMILES: [O:1]=[CH:2][C:3]([Cl:6])([Cl:5])[Cl:4].[Cl:7][C:8]1[CH:13]=[CH:12][C:11]([N:14]=[C:15]=[O:16])=[CH:10][CH:9]=1.C(#N)C.[Cl-].[Li+]>CN(C)C=O.C1(C)C=CC=CC=1>[O:1]=[CH:2][C:3]([Cl:6])([Cl:5])[Cl:4].[Cl:7][C:8]1[CH:13]=[CH:12][C:11]([N:14]=[C:15]=[O:16])=[CH:10][CH:9]=1 |f:3.4,7.8|. Reported procedure: In each of the following examples the indicated amounts of chloral and p-chlorophenyl isocyanate were combined and to this solution was added 0.2 ml. of dimethylformamide and 0.8 ml. of acetonitrile. The resulting solution was heated to 50°C. and thoroughly mixed with the amount of initiator solution (1 molar lithium chloride in dimethylformamide) indicated. The quiescent mixture was then cooled without agitation to the temperature shown for the period indicated. The resulting polymerizate was d... Starting materials: OC=1C=C(C(=O)OC)C=C(C1)O (methyl 3,5-dihydroxybenzoate), [H-].[Na+] (NaH), [N+](=O)([O-])C1=C(C=CC(=C1)S(=O)(=O)C(F)(F)F)Cl (2-nitro-4-(trifluoromethylsulfonyl)chlorobenzene). Product: COC(C1=CC(=CC(=C1)OC1=C(C=C(C=C1)S(=O)(=O)C(F)(F)F)[N+](=O)[O-])OC1=C(C=C(C=C1)S(=O)(=O)C(F)(F)F)[N+](=O)[O-])=O (3,5-bis-(2-nitro-4-trifluoromethanesulfonyl-phenoxy)-benzoic acid methyl ester). RXN SMILES: [OH:1][C:2]1[CH:3]=[C:4]([CH:9]=[C:10]([OH:12])[CH:11]=1)[C:5]([O:7][CH3:8])=[O:6].[H-].[Na+].[N+:15]([C:18]1[CH:23]=[C:22]([S:24]([C:27]([F:30])([F:29])[F:28])(=[O:26])=[O:25])[CH:21]=[CH:20][C:19]=1Cl)([O-:17])=[O:16]>>[CH3:8][O:7][C:5](=[O:6])[C:4]1[CH:3]=[C:2]([O:1][C:19]2[CH:20]=[CH:21][C:22]([S:24]([C:27]([F:30])([F:29])[F:28])(=[O:26])=[O:25])=[CH:23][C:18]=2[N+:15]([O-:17])=[O:16])[CH:11]=[C:10]([O:12][C:19]2[CH:20]=[CH:21][C:22]([S:24]([C:27]([F:29])([F:30])[F:28])(=[O:26])=[O:25])=[CH:23][C:18]=2[N+:15]([O-:17])=[O:16])[CH:9]=1 |f:1.2|. Procedure details: Using procedure as in example 10, a reaction of methyl 3,5-dihydroxybenzoate (50 mg, 0.297 mmol), NaH (26 mg, 2.2 equiv.) and 2-nitro-4-(trifluoromethylsulfonyl)chlorobenzene (172 mg, 0.595 mmol) afforded 3,5-bis-(2-nitro-4-trifluoromethanesulfonyl-phenoxy)-benzoic acid methyl ester.